Dataset: the Open Reaction Database (ORD), a public repository of structured organic reaction records. Task: describe an organic reaction: reactants, conditions, products, and yield Starting materials: [BH4-].[Na+] (sodium borohydride), FC1=CC=C(CN2C=C3C(C=4C=CC=CC24)=NN(C3=O)C3=C(C=O)C=CC=C3)C=C1 (2-[5-(4-Fluorobenzyl)-3-oxo-3,5-dihydro-2H-pyrazolo[4,3-c]quinolin-2-yl]benzaldehyde), ClC=1C(C(=C(C(C1Cl)=O)C#N)C#N)=O (2,3-dichloro-5,6-dicyano-1,4-benzoquinone). The solvent is ClCCl (dichloromethane). Conditions: time 24 hour. The product is FC1=CC=C(CN2C=C3C(C=4C=CC=CC24)=NN(C3=O)C3=C(C=CC=C3)CO)C=C1 (5-(4-Fluorobenzyl)-2-[2-(hydroxymethyl)phenyl]-2,5-dihydro-3H-pyrazolo[4,3-c]quinolin-3-one). As a reaction SMILES: [F:1][C:2]1[CH:30]=[CH:29][C:5]([CH2:6][N:7]2[C:16]3[CH:15]=[CH:14][CH:13]=[CH:12][C:11]=3[C:10]3=[N:17][N:18]([C:21]4[CH:28]=[CH:27][CH:26]=[CH:25][C:22]=4[CH:23]=[O:24])[C:19](=[O:20])[C:9]3=[CH:8]2)=[CH:4][CH:3]=1.[BH4-].[Na+].ClC1C(=O)C(C#N)=C(C#N)C(=O)C=1Cl>ClCCl>[F:1][C:2]1[CH:3]=[CH:4][C:5]([CH2:6][N:7]2[C:16]3[CH:15]=[CH:14][CH:13]=[CH:12][C:11]=3[C:10]3=[N:17][N:18]([C:21]4[CH:28]=[CH:27][CH:26]=[CH:25][C:22]=4[CH2:23][OH:24])[C:19](=[O:20])[C:9]3=[CH:8]2)=[CH:29][CH:30]=1 |f:1.2|. Reported procedure: 2-[5-(4-Fluorobenzyl)-3-oxo-3,5-dihydro-2H-pyrazolo[4,3-c]quinolin-2-yl]benzaldehyde (Example 786) (60 mg, 0.15 mmol) was dissolved in dichloromethane (3 mL), treated with sodium borohydride (7.4 mg, 0.20 mmol, 1.3 equiv) and stirred at ambient temperature for 24 hours. The mixture was washed with brine (5 mL), dried with sodium sulfate, filtered, and concentrated in vacuo. The residue was dissolved in dichloromethane (3 mL), treated with 2,3-dichloro-5,6-dicyano-1,4-benzoquinone (56 mg, 0.25 mm... Reactants: NC1=C(C(=O)O)C=C(C=C1)F (2-amino-5-fluorobenzoic acid), C(=O)N (formamide). The solvent is O (water). Run at temperature 160 celsius, time 2 hour. Yields the product FC=1C=C2C(NC=NC2=CC1)=O (6-fluoro-3,4-dihydroquinazolin-4-one). Isolated yield 78.0%. Reaction SMILES: [NH2:1][C:2]1[CH:10]=[CH:9][C:8]([F:11])=[CH:7][C:3]=1[C:4](O)=[O:5].[CH:12]([NH2:14])=O>O>[F:11][C:8]1[CH:7]=[C:3]2[C:2](=[CH:10][CH:9]=1)[N:1]=[CH:12][NH:14][C:4]2=[O:5]. Procedure: A mixture of 2-amino-5-fluorobenzoic acid (2.07 g) and formamide (4 ml) was heated at 160° C. for 2 hours, and for a further 2 hours at 180° C. The reaction mixture was allowed to cool and water was added. The reaction product was filtered off and washed with water and with diethyl ether to give 6-fluoro-3,4-dihydroquinazolin-4-one in 78% yield: m.p. 269-271° C.; Reactants: C1CC(=O)N[C@@H]1C(=O)NCC(=O)N[C@@H](CCCN=C(N)N)C(=O)NC2=CC=C(C=C2)[N+](=O)[O-] (S-2444), 500, C(C)(=O)O (acetic acid). Run in C(C(CO)(CO)N)O.Cl (Tris hydrochloric acid). Reaction conditions: time 5 minute. Yields the product [N+](=O)([O-])C1=CC=C(N)C=C1 (p-nitroaniline). RXN SMILES: C1[C@@H](C(NCC(N[C@H](C([NH:24][C:25]2[CH:30]=[CH:29][C:28]([N+:31]([O-:33])=[O:32])=[CH:27][CH:26]=2)=O)CCCN=C(N)N)=O)=O)NC(=O)C1.C(O)(=O)C>C(O)C(N)(CO)CO.Cl>[N+:31]([C:28]1[CH:29]=[CH:30][C:25]([NH2:24])=[CH:26][CH:27]=1)([O-:33])=[O:32] |f:2.3|. Procedure: An inhibitor sample is dissolved in a 0.05 M Tris-hydrochloric acid buffer solution (pH=8.8) to make the total volume to 400 μl. To this solution, 50 μl of a 1 mM S-2444 solution is added and the mixture is incubated at a temperature of 37° C. for 5 minutes in a constant temperature bath. Then, 50 μl of a 500 unit/ml human urokinase is added and the mixture is incubated at a temperature of 37° C. for 5 minutes. Thereafter, 50 μl of 50% acetic acid is added to terminate the reaction. The absorban... The reactants are solution, C(CCC)[Li] (n-butyl lithium), CCCCCC (hexane), C(C)(C)(C)OC(=O)NC1CC2=CC=C(C=C2CC1)Br (2-tert.butoxycarbonylamino-6-bromo-1,2,3,4-tetrahydro-naphthaline), N1=CC(=CC=C1)C=O (pyridine-3-aldehyde). Solvent: O1CCCC1 (tetrahydrofurane). Reaction conditions: temperature -70 celsius, time 1.5 hour. Product: C(C)(C)(C)OC(=O)NC1CC=2C=CC(CC2CC1)(Br)C(O)C=1C=NC=CC1 (2-tert.Butoxycarbonylamino-6-bromo-1,2,3,4-tetrahydronaphth-6-yl-3-pyridylmethanol). RXN SMILES: C([Li])CCC.CCCCCC.[C:12]([O:16][C:17]([NH:19][CH:20]1[CH2:29][CH2:28][C:27]2[C:22](=[CH:23][CH:24]=[C:25]([Br:30])[CH:26]=2)[CH2:21]1)=[O:18])([CH3:15])([CH3:14])[CH3:13].[N:31]1[CH:36]=[CH:35][CH:34]=[C:33]([CH:37]=[O:38])[CH:32]=1>O1CCCC1>[C:12]([O:16][C:17]([NH:19][CH:20]1[CH2:29][CH2:28][C:27]2[CH2:26][C:25]([CH:37]([C:33]3[CH:32]=[N:31][CH:36]=[CH:35][CH:34]=3)[OH:38])([Br:30])[CH:24]=[CH:23][C:22]=2[CH2:21]1)=[O:18])([CH3:15])([CH3:13])[CH3:14]. Procedure details: 8.8 ml of a solution of n-butyl lithium in hexane (2.5 mol) was dropped to a solution of 3.25 g of 2-tert.butoxycarbonylamino-6-bromo-1,2,3,4-tetrahydro-naphthaline in 50 ml of absolute tetrahydrofurane cooled to -70° C. and stirring was continued for 1.5 hours at -50° C. Subsequently, 1.1 g of pyridine-3-aldehyde were dropped into the mixture at -70° C. After stirring for one hour, the reaction mixture was poured on ice and extracted with ethyl acetate. The organic phase was washed with water, ... Starting materials: NC=1C(NC(N(C1N)CCC)=O)=O (5,6-Diamino-1-propyluracil), COC=1C=C(C=CC(=O)O)C=C(C1OC)OC (3,4,5-trimethoxycinnamic acid), C1(CCCCC1)N=C=NC1CCCCC1 (N,N'-dicyclohexylcarbodiimide), ON1N=NC2=C1C=CC=C2 (1-hydroxybenzotriazole). The solvent is CN(C=O)C (N,N-dimethylformamide). Reaction conditions: time 8 hour. Product: C(CC)N1C(NC(C=2NC(=NC12)\C=C\C1=CC(=C(C(=C1)OC)OC)OC)=O)=O (3-Propyl-8-[(E)-3,4,5-trimethoxystyryl]xanthine). Isolated yield 60.0%. Reaction SMILES: [NH2:1][C:2]1[C:3](=[O:13])[NH:4][C:5](=[O:12])[N:6]([CH2:9][CH2:10][CH3:11])[C:7]=1[NH2:8].C1(N=C=NC2CCCCC2)CCCCC1.ON1C2C=CC=CC=2N=N1.[CH3:39][O:40][C:41]1[CH:42]=[C:43]([CH:49]=[C:50]([O:54][CH3:55])[C:51]=1[O:52][CH3:53])[CH:44]=[CH:45][C:46](O)=O>CN(C)C=O>[CH2:9]([N:6]1[C:7]2[N:8]=[C:46](/[CH:45]=[CH:44]/[C:43]3[CH:49]=[C:50]([O:54][CH3:55])[C:51]([O:52][CH3:53])=[C:41]([O:40][CH3:39])[CH:42]=3)[NH:1][C:2]=2[C:3](=[O:13])[NH:4][C:5]1=[O:12])[CH2:10][CH3:11]. Reported procedure: 5,6-Diamino-1-propyluracil (2.00 g, 11 mmol) was suspended in 40 ml of N,N-dimethylformamide. To the suspension were added 3.37 g (16 mmol) of N,N'-dicyclohexylcarbodiimide and 2.00 g (13 mmol) of 1-hydroxybenzotriazole. Then, 2.59 g (11 mmol) of 3,4,5-trimethoxycinnamic acid was slowly added thereto in several portions, and the mixture was stirred overnight at room temperature. After insoluble substances were removed by filtration, the filtrate was concentrated under reduced pressure and 40 ml ...